Task: describe an organic reaction: reactants, conditions, products, and yield. Dataset: the Open Reaction Database (ORD), a public repository of structured organic reaction records RXN SMILES: [C:46]([O:47][BH-:48]([O:49][C:50](=[O:51])[CH3:52])[O:53][C:54](=[O:55])[CH3:56])(=[O:57])[CH3:58].[C:60](=[O:61])([O-:62])[OH:63].[CH3:1][O:2][c:3]1[cH:4][cH:5][c:6]2[c:7]([C:17](=[O:18])[O:19][CH3:20])[cH:8][c:9](=[O:16])[n:10]([CH2:13][CH:14]=[O:15])[c:11]2[cH:12]1.[CH3:65][CH2:66][O:67][C:68](=[O:69])[CH3:70].[CH3:71][C:72](=[O:73])[OH:74].[Cl:75][CH2:76][Cl:77].[Na+:59].[Na+:64].[O:21]1[CH2:22][CH2:23][O:24][c:25]2[c:26]1[cH:27][cH:28][c:29]([CH2:31][N:32]([C:33]([O:34][C:35]([CH3:36])([CH3:37])[CH3:38])=[O:39])[CH:40]1[CH2:41][CH2:42][NH:43][CH2:44][CH2:45]1)[cH:30]2>>[CH3:1][O:2][c:3]1[cH:4][cH:5][c:6]2[c:7]([C:17](=[O:18])[O:19][CH3:20])[cH:8][c:9](=[O:16])[n:10]([CH2:13][CH2:14][N:43]3[CH2:42][CH2:41][CH:40]([N:32]([CH2:31][c:29]4[cH:28][cH:27][c:26]5[c:25]([cH:30]4)[O:24][CH2:23][CH2:22][O:21]5)[C:33]([O:34][C:35]([CH3:36])([CH3:37])[CH3:38])=[O:39])[CH2:45][CH2:44]3)[c:11]2[cH:12]1. The reactants are CC(=O)O[BH-](OC(C)=O)OC(C)=O, O=C([O-])O, COC(=O)c1cc(=O)n(CC=O)c2cc(OC)ccc12, CCOC(C)=O, CC(=O)O, ClCCl, [Na+], [Na+], CC(C)(C)OC(=O)N(Cc1ccc2c(c1)OCCO2)C1CCNCC1. Product: COC(=O)c1cc(=O)n(CCN2CCC(N(Cc3ccc4c(c3)OCCO4)C(=O)OC(C)(C)C)CC2)c2cc(OC)ccc12.